This data is from the Open Reaction Database (ORD), a public repository of structured organic reaction records. The task is: describe an organic reaction: reactants, conditions, products, and yield Starting materials: CC[O-], CC[O-], CC[O-], CC[O-], CC(C)(C)S(N)=O, C1CCOC1, O=C1COC1, [Ti+4]. Product: CC(C)(C)S(=O)N=C1COC1. As a reaction SMILES: [CH3:18][CH2:19][O-:20].[CH3:22][CH2:23][O-:24].[CH3:25][CH2:26][O-:27].[CH3:28][CH2:29][O-:30].[CH3:6][C:7]([CH3:8])([CH3:9])[S:10](=[O:11])[NH2:12].[O:13]1[CH2:14][CH2:15][CH2:16][CH2:17]1.[O:1]1[CH2:2][C:3](=[O:5])[CH2:4]1.[Ti+4:21]>>[O:1]1[CH2:2][C:3](=[N:12][S:10]([C:7]([CH3:6])([CH3:8])[CH3:9])=[O:11])[CH2:4]1. The reactants are [BH4-].[Na+] (Sodium borohydride), C(C)(=O)C=1C2=C(SC1N(S(=O)(=O)CC)CC1=CC(=C(C=C1)F)C(F)(F)F)C=CC=C2 (N-(3-acetyl-benzo[b]thiophen-2-yl)-N-(4-fluoro-3-trifluoromethyl-benzyl)-ethanesulfonamide). Run in C(C)O (ethanol). Run at time 3 hour. The product is FC1=C(C=C(CN(S(=O)(=O)CC)C2=C(C3=C(S2)C=CC=C3)C(C)O)C=C1)C(F)(F)F (N-(4-fluoro-3-trifluoromethyl-benzyl)-N-[3-(1-hydroxy-ethyl)-benzo[b]thiophen-2-yl]-ethanesulfonamide). RXN SMILES: [BH4-].[Na+].[C:3]([C:6]1[C:7]2[CH:32]=[CH:31][CH:30]=[CH:29][C:8]=2[S:9][C:10]=1[N:11]([CH2:17][C:18]1[CH:23]=[CH:22][C:21]([F:24])=[C:20]([C:25]([F:28])([F:27])[F:26])[CH:19]=1)[S:12]([CH2:15][CH3:16])(=[O:14])=[O:13])(=[O:5])[CH3:4]>C(O)C>[F:24][C:21]1[CH:22]=[CH:23][C:18]([CH2:17][N:11]([C:10]2[S:9][C:8]3[CH:29]=[CH:30][CH:31]=[CH:32][C:7]=3[C:6]=2[CH:3]([OH:5])[CH3:4])[S:12]([CH2:15][CH3:16])(=[O:13])=[O:14])=[CH:19][C:20]=1[C:25]([F:28])([F:26])[F:27] |f:0.1|. Procedure details: Sodium borohydride (0.14 g, 3.7 mmol) was added to a solution of N-(3-acetyl-benzo[b]thiophen-2-yl)-N-(4-fluoro-3-trifluoromethyl-benzyl)-ethanesulfonamide (0.268 g, 0.582 mmol) in ethanol (10 mL), and the resulting mixture was stirred at room temperature for 3 h. The solvent was evaporated, the residue partitioned between dichloromethane and water, the organic layer separated, dried over sodium sulfate, filtered, and the solvent evaporated in vacuo to yield a residue. The residue was purified b... As a reaction SMILES: [BH4-:29].[C:1]([CH3:2])([CH3:3])([CH3:4])[SiH2:5][O:6][C:7]([c:8]1[cH:9][n:10][cH:11][cH:12][c:13]1-[c:14]1[cH:15][c:16]([CH:17]=[O:18])[cH:19][cH:20][c:21]1[O:22][CH3:23])([CH3:24])[CH3:25].[CH3:26][CH2:27][OH:28].[CH3:31][CH2:32][O:33][C:34](=[O:35])[CH3:36].[Na+:30]>>[C:1]([CH3:2])([CH3:3])([CH3:4])[SiH2:5][O:6][C:7]([c:8]1[cH:9][n:10][cH:11][cH:12][c:13]1-[c:14]1[cH:15][c:16]([CH2:17][OH:18])[cH:19][cH:20][c:21]1[O:22][CH3:23])([CH3:24])[CH3:25]. Product: COc1ccc(CO)cc1-c1ccncc1C(C)(C)O[SiH2]C(C)(C)C. Starting materials: [BH4-], COc1ccc(C=O)cc1-c1ccncc1C(C)(C)O[SiH2]C(C)(C)C, CCO, CCOC(C)=O, [Na+]. The reactants are CCOC(C)=O, N#CCCCCl, Nc1ccc([N+](=O)[O-])cc1. RXN SMILES: [CH3:17][CH2:18][O:19][C:20](=[O:21])[CH3:22].[Cl:11][CH2:12][CH2:13][CH2:14][C:15]#[N:16].[NH2:1][c:2]1[cH:3][cH:4][c:5]([N+:8]([O-:9])=[O:10])[cH:6][cH:7]1>>[ClH:11].[N:1]1([c:2]2[cH:3][cH:4][c:5]([N+:8]([O-:9])=[O:10])[cH:6][cH:7]2)[CH2:12][CH2:13][CH2:14][C:15]1=[NH:16]. Product: Cl, N=C1CCCN1c1ccc([N+](=O)[O-])cc1. Starting materials: NC1=C(SC=2C1=[N+](C=CC2)[O-])C(=O)OC (3-Amino-2-carbomethoxythieno[3,2-b]pyridine-4-oxide), S(=O)(=O)(OC)OC (dimethyl sulfate), [C-]#N.[K+] (KCN), 250C. The solvent is O (H2O). Conditions: temperature 80 celsius, time 2 hour. Product: NC1=C(SC=2C1=NC(=CC2)C#N)C(=O)OC (3-Amino-2-carbomethoxy-5-Cyanothieno[3,2-b]pyridine). The yield is 46.6%. As a reaction SMILES: [NH2:1][C:2]1[C:6]2=[N+:7]([O-])[CH:8]=[CH:9][CH:10]=[C:5]2[S:4][C:3]=1[C:12]([O:14][CH3:15])=[O:13].S(OC)(OC)(=O)=O.[C-:23]#[N:24].[K+]>O>[NH2:1][C:2]1[C:6]2=[N:7][C:8]([C:23]#[N:24])=[CH:9][CH:10]=[C:5]2[S:4][C:3]=1[C:12]([O:14][CH3:15])=[O:13] |f:2.3|. Procedure: 3-Amino-2-carbomethoxythieno[3,2-b]pyridine-4-oxide (3.1 g, 13.8 mmol) is stirred mechanically under N2 at 25° C. as dimethyl sulfate (1.3 mL, 14 mmol) is added dropwise. After stirring at 80° C. for 2 h, the reaction is cooled to 250C and the resulting solid is washed with acetone (50 mL) is added. The solid is dissolved in 10 mL H2O and is added dropwise to a 0° C. solution of KCN (2.7 g, 41 mmol) in H2O (10 mL). After stirring at 25° C. 18 h. The reaction was extracted with CH2Cl2. The organi...